Dataset: the Open Reaction Database (ORD), a public repository of structured organic reaction records. Task: describe an organic reaction: reactants, conditions, products, and yield Starting materials: C(CCC)[Li] (n-Butyllithium), C(C)(C)NC(C)C (diisopropylamine), Cl (hydrochloric acid), CN1C(CCCC1)=O (1-methyl-2-piperidone), CN1C(CCCC1)=O (1-methyl-2-piperidone), C(C)(C)OC1=CC(CCC1)=O (3-isopropoxy-2-cyclohexenone). Run in CCOCC (ether), O (water), CCOCC (ether), CCOCC (ether). Conditions: temperature 20 celsius, time 10 minute. Product: CN1C(C(CCC1)C1=CC(CCC1)=O)=O (1-Methyl-3-(3-oxocyclohexen-1-yl)-2-piperidone). Reaction SMILES: C([Li])CCC.C(NC(C)C)(C)C.[CH3:13][N:14]1[CH2:19][CH2:18][CH2:17][CH2:16][C:15]1=[O:20].C([O:24][C:25]1[CH2:30][CH2:29][CH2:28][C:27](=O)[CH:26]=1)(C)C.Cl>CCOCC.O>[CH3:13][N:14]1[CH2:19][CH2:18][CH2:17][CH:16]([C:27]2[CH2:28][CH2:29][CH2:30][C:25](=[O:24])[CH:26]=2)[C:15]1=[O:20]. Reported procedure: n-Butyllithium (1.4 M in hexane, 120 ml) was treated at 20° C. under dry nitrogen with diisopropylamine (27 ml, 19.2 g) in dry ether (25 ml). The mixture was stirred for 10 minutes at 20° C. after completion of the addition and then 1-methyl-2-piperidone (20 g) in ether (25 ml) was added dropwise over 10 minutes. The mixture was stirred for a further 10 minutes, and then 3-isopropoxy-2-cyclohexenone (19.4 g) in ether (25 ml) was added dropwise over 10 minutes. The mixture was stirred at 20° C. f... RXN SMILES: [C:30]([O:31][C:32](=[O:33])[NH:36][C:37]1([c:41]2[cH:42][cH:43][c:44](-[c:47]3[c:48](-[c:61]4[cH:62][cH:63][cH:64][cH:65][cH:66]4)[o:49][c:50]4[cH:51][c:52]([O:59][CH3:60])[c:53]([CH3:58])[cH:54][c:55]4[c:56]3=[O:57])[cH:45][cH:46]2)[CH2:38][CH2:39][CH2:40]1)([CH3:34])([CH3:35])[CH3:67].[NH2:1][C:2]1([c:3]2[cH:4][cH:5][c:6](-[c:7]3[c:8](=[O:9])[c:10]4[c:11]([cH:12][cH:13][c:14]([F:15])[cH:16]4)[o:17][c:18]3-[c:19]3[cH:20][cH:21][cH:22][cH:23][cH:24]3)[cH:25][cH:26]2)[CH2:27][CH2:28][CH2:29]1>>[NH2:36][C:37]1([c:41]2[cH:42][cH:43][c:44](-[c:47]3[c:48](-[c:61]4[cH:62][cH:63][cH:64][cH:65][cH:66]4)[o:49][c:50]4[cH:51][c:52]([O:59][CH3:60])[c:53]([CH3:58])[cH:54][c:55]4[c:56]3=[O:57])[cH:45][cH:46]2)[CH2:38][CH2:39][CH2:40]1. Yields the product COc1cc2oc(-c3ccccc3)c(-c3ccc(C4(N)CCC4)cc3)c(=O)c2cc1C. The reactants are COc1cc2oc(-c3ccccc3)c(-c3ccc(C4(NC(=O)OC(C)(C)C)CCC4)cc3)c(=O)c2cc1C, NC1(c2ccc(-c3c(-c4ccccc4)oc4ccc(F)cc4c3=O)cc2)CCC1.